The task is: describe an organic reaction: reactants, conditions, products, and yield. This data is from the Open Reaction Database (ORD), a public repository of structured organic reaction records. Yields the product COC1=CC=C(C=C1)C=1SC2=C(C1C(C1=CC=C(C=C1)O)=O)C=CC=C2 (2-(4-Methoxyphenyl)-3-(4-hydroxy-benzoyl)benzothiophene). Run in CN(C)C=O (DMF), CN(C)C=O (DMF). Conditions: temperature 70 celsius, time 2 hour. Reported procedure: To a suspension of 2.9 g. (0.12 mole) of sodium hydride in oil were added 13 g. (0.035 mole) of 2-(4-methoxyphenyl)-3-(4-methoxybenzoyl)benzothiophene (prepared as in Example 13) dissolved in DMF. The resulting mixture then was added to a cold solution of DMF containing 7.5 g. of ethyl mercaptan. The mixture was stirred at 70° C. for two hours and was monitored by TLC until little or no starting material remained. The total reaction time was about two hours. The mixture then was concentrated to ... Reactants: [H-].[Na+] (sodium hydride), COC1=CC=C(C=C1)C=1SC2=C(C1C(C1=CC=C(C=C1)OC)=O)C=CC=C2 (2-(4-Methoxyphenyl)-3-(4-methoxybenzoyl)benzothiophene), COC1=CC=C(C=C1)C=1SC2=C(C1CC1=CC=C(C=C1)O)C=CC=C2 (2-(4-methoxyphenyl)-3-(4-hydroxybenzyl)benzothiophene), C(C)S (ethyl mercaptan). As a reaction SMILES: [H-].[Na+].[CH3:3][O:4][C:5]1[CH:10]=[CH:9][C:8]([C:11]2[S:12][C:13]3[CH:29]=[CH:28][CH:27]=[CH:26][C:14]=3[C:15]=2[C:16](=[O:25])[C:17]2[CH:22]=[CH:21][C:20]([O:23]C)=[CH:19][CH:18]=2)=[CH:7][CH:6]=1.C(S)C.COC1C=CC(C2SC3C=CC=CC=3C=2CC2C=CC(O)=CC=2)=CC=1>CN(C=O)C>[CH3:3][O:4][C:5]1[CH:6]=[CH:7][C:8]([C:11]2[S:12][C:13]3[CH:29]=[CH:28][CH:27]=[CH:26][C:14]=3[C:15]=2[C:16](=[O:25])[C:17]2[CH:22]=[CH:21][C:20]([OH:23])=[CH:19][CH:18]=2)=[CH:9][CH:10]=1 |f:0.1|.